This data is from the Open Reaction Database (ORD), a public repository of structured organic reaction records. The task is: describe an organic reaction: reactants, conditions, products, and yield The reactants are CCCCCCCC (octane), C(=O)(OC)C=1OC(=CC1)C1=C(C=CC=C1)S(=O)(=O)NC(=O)NCCCC (2-(2-Carbomethoxyfur-5-yl)-N-(butylaminocarbonyl)benzenesulfonamide), 1,4-diazabicyclo[2.2.2, liquid, C(=O)(Cl)Cl (phosgene), C(=O)(Cl)Cl (phosgene). The solvent is xylenes. Product: C(=O)(OC)C=1OC(=CC1)C1=C(C=CC=C1)S(=O)(=O)N=C=O (2-(Carbomethoxyfur-5-yl)benzenesulfonyl isocyanate). Reaction SMILES: [C:1]([C:5]1[O:6][C:7]([C:10]2[CH:15]=[CH:14][CH:13]=[CH:12][C:11]=2[S:16]([NH:19][C:20](NCCCC)=[O:21])(=[O:18])=[O:17])=[CH:8][CH:9]=1)([O:3][CH3:4])=[O:2].CCCCCCCC.C(Cl)(Cl)=O>>[C:1]([C:5]1[O:6][C:7]([C:10]2[CH:15]=[CH:14][CH:13]=[CH:12][C:11]=2[S:16]([N:19]=[C:20]=[O:21])(=[O:17])=[O:18])=[CH:8][CH:9]=1)([O:3][CH3:4])=[O:2]. Procedure: A solution of 19.0 g of the product of Example 2 and 0.1 g of 1,4-diazabicyclo[2.2.2.]octane (DABCO) in 90 ml of dry xylenes was heated to reflux temperature (139°). To this solution was added 3.6 ml of liquid phosgene over a period of about 2 hours, keeping the temperature between 125° and 136° by adjusting the rate of phosgene addition. The reaction mixture was cooled to 25°, and filtered under nitrogen to remove DABCO hydrochloride. The filtrate was concentrated in vacuo to give the title com... The reactants are C1(CCCC1)OC=1C=C(C=O)C=CC1OC (3-cyclopentyloxy-4-methoxybenzaldehyde), C(#N)[BH3-] (cyanoborohydride), C1(CCCC1)OC=1C=C(C=O)C=CC1OC (3-cyclopentyloxy-4-methoxybenzaldehyde), NC1=NNC=C1C#N (3-amino-4-cyanopyrazole), C1(CCCC1)OC=1C=C(C=O)C=CC1OC (3-cyclopentyloxy-4-methoxybenzaldehyde), C(C)(=O)[O-].[Na+] (sodium acetate), C(#N)[BH3-].[Na+] (sodium cyanoborohydride). Run in CO (methanol), CO (methanol), C(C)(=O)O (acetic acid). Run at time 24 hour. Yields the product C1(CCCC1)OC=1C=C(CNC2=NNC=C2C#N)C=CC1OC (3-(3-cyclopentyloxy-4-methoxybenzylamino)-4-cyanopyrazole). As a reaction SMILES: [NH2:1][C:2]1[C:6]([C:7]#[N:8])=[CH:5][NH:4][N:3]=1.[CH:9]1([O:14][C:15]2[CH:16]=[C:17]([CH:20]=[CH:21][C:22]=2[O:23][CH3:24])[CH:18]=O)[CH2:13][CH2:12][CH2:11][CH2:10]1.C([O-])(=O)C.[Na+].C([BH3-])#N.C([BH3-])#N.[Na+]>CO.C(O)(=O)C>[CH:9]1([O:14][C:15]2[CH:16]=[C:17]([CH:20]=[CH:21][C:22]=2[O:23][CH3:24])[CH2:18][NH:1][C:2]2[C:6]([C:7]#[N:8])=[CH:5][NH:4][N:3]=2)[CH2:10][CH2:11][CH2:12][CH2:13]1 |f:2.3,5.6|. Reported procedure: A solution of 3-amino-4-cyanopyrazole (5.0 g, 0.16 mol), 3-cyclopentyloxy-4-methoxybenzaldehyde (10.0 g, 0.045 mol) and sodium acetate (0.2 g, 2.4 mol) in methanol (70 mL) was placed in a stirred reaction flask equipped with a pH stat controlling a syringe pump and syringe filled with 3N acetic acid in methanol. The pH stat was set to maintain pH 7. After 24 hours, more 3-cyclopentyloxy-4-methoxybenzaldehyde (7.0 g, 0.031 mol) was added and the reaction was continued. After 48 hours, more 3-cycl... Reaction SMILES: [C:36](=[O:37])([OH:38])[O-:39].[CH2:1]([CH2:2][CH2:3][CH3:4])[c:5]1[cH:6][n:7]([C:25]([CH3:26])([CH3:27])[CH3:28])[s:8][c:9]1=[N:10][C:11](=[O:12])[CH:13]1[CH2:14][N:15]([C:18]([O:19][C:20]([CH3:21])([CH3:22])[CH3:23])=[O:24])[CH2:16][CH2:17]1.[Cl:41][CH2:42][Cl:43].[Na+:40].[OH:29][C:30]([C:31]([F:32])([F:33])[F:34])=[O:35]>>[CH2:1]([CH2:2][CH2:3][CH3:4])[c:5]1[cH:6][n:7]([C:25]([CH3:26])([CH3:27])[CH3:28])[s:8][c:9]1=[N:10][C:11](=[O:12])[CH:13]1[CH2:14][NH:15][CH2:16][CH2:17]1. The reactants are O=C([O-])O, CCCCc1cn(C(C)(C)C)sc1=NC(=O)C1CCN(C(=O)OC(C)(C)C)C1, ClCCl, [Na+], O=C(O)C(F)(F)F. Product: CCCCc1cn(C(C)(C)C)sc1=NC(=O)C1CCNC1. Reactants: ice water, C([O-])([O-])=O.[K+].[K+] (potassium carbonate), ClC=1C=CC2=C(CCCCN2C(C2=CN=C(C=C2)NC(C2=C(C=CC=C2)OCCN)=O)=O)C1 (7-chloro-1-{6-[2-(2-aminoethoxy)benzoylamino]-nicotinoyl}-2,3,4,5-tetrahydro-1H-benzazepine), C=O (formalin), C(#N)[BH3-].[Na+] (sodium cyanoborohydride). The solvent is C(C)(=O)O (acetic acid), CO (methanol). Run at time 1 hour. Yields the product Cl.Cl.ClC=1C=CC2=C(CCCCN2C(C2=CN=C(C=C2)NC(C2=C(C=CC=C2)OCCN(C)C)=O)=O)C1 (7-chloro-1-{6-[2-(2-dimethylaminoethoxy)benzoyl-amino]nicotinoyl}-2,3,4,5-tetrahydro-1H-benzazepine dihydrochloride). As a reaction SMILES: [Cl:1][C:2]1[CH:3]=[CH:4][C:5]2[N:11]([C:12](=[O:32])[C:13]3[CH:18]=[CH:17][C:16]([NH:19][C:20](=[O:31])[C:21]4[CH:26]=[CH:25][CH:24]=[CH:23][C:22]=4[O:27][CH2:28][CH2:29]N)=[N:15][CH:14]=3)[CH2:10][CH2:9][CH2:8][CH2:7][C:6]=2[CH:33]=1.C=O.[C:36]([BH3-])#[N:37].[Na+].[C:40](=O)([O-])[O-].[K+].[K+]>CO.C(O)(=O)C>[ClH:1].[ClH:1].[Cl:1][C:2]1[CH:3]=[CH:4][C:5]2[N:11]([C:12](=[O:32])[C:13]3[CH:18]=[CH:17][C:16]([NH:19][C:20](=[O:31])[C:21]4[CH:26]=[CH:25][CH:24]=[CH:23][C:22]=4[O:27][CH2:28][CH2:29][N:37]([CH3:36])[CH3:40])=[N:15][CH:14]=3)[CH2:10][CH2:9][CH2:8][CH2:7][C:6]=2[CH:33]=1 |f:2.3,4.5.6,9.10.11|. Reported procedure: To a solution of 7-chloro-1-{6-[2-(2-aminoethoxy)benzoylamino]-nicotinoyl}-2,3,4,5-tetrahydro-1H-benzazepine (0.11 g) in methanol (3 ml) is added 37% formalin (0.24 ml), and thereto is added sodium cyanoborohydride (0.044 g), and thereto is added with stirring acetic acid (0.18 ml) at 10° C. The mixture is stirred at room temperature for one hour, and poured into ice-water, and the mixture is made basic with potassium carbonate, and extracted with dichloromethane. The extract is washed with wate... Reactants: [H-].[Na+] (sodium hydride), ice water, C1(=O)OCC2=CC=CC=C12 (phthalide), CC1=CC=C(C=C1)O (4-methylphenol), [H][H] (hydrogen). The solvent is CN(C=O)C (dimethylformamide), CN(C=O)C (dimethylformamide), CN(C=O)C (dimethylformamide). Reaction conditions: temperature 25 celsius. Product: CC1=CC=C(C=C1)OCC1=C(C=CC=C1)C(=O)O (2-carboxybenzyl 4-methylphenyl ether). Reaction SMILES: [H-].[Na+].[CH3:3][C:4]1[CH:9]=[CH:8][C:7]([OH:10])=[CH:6][CH:5]=1.[H][H].[C:13]1([C:22]2[C:17](=[CH:18][CH:19]=[CH:20][CH:21]=2)[CH2:16][O:15]1)=[O:14]>CN(C)C=O>[CH3:3][C:4]1[CH:9]=[CH:8][C:7]([O:10][CH2:16][C:17]2[CH:18]=[CH:19][CH:20]=[CH:21][C:22]=2[C:13]([OH:15])=[O:14])=[CH:6][CH:5]=1 |f:0.1|. Procedure: To a stirred suspension of 24.0 g. (0.5 mole) of a 50% dispersion of sodium hydride in mineral oil in 150 ml. of dimethylformamide under nitrogen was added dropwise 50.4 g. (0.5 mole) of 4-methylphenol in 100 ml. of dimethylformamide. The mixture was stirred until the evolution of hydrogen ceased. A solution of 67.1 g. (0.5 mole) of phthalide in 100 ml. of dimethylformamide was added and the mixture was refluxed two hours then stirred at 25° C. for sixteen hours. The mixture was poured into ice-...